From a dataset of the Open Reaction Database (ORD), a public repository of structured organic reaction records. describe an organic reaction: reactants, conditions, products, and yield Starting materials: ClC=1C(=C(C=CC1)C1NCC(C1(C#N)C1=C(C=C(C=C1)Cl)F)CC(C)(C)C)F (rac-(2S,3S,4S)-2-(3-chloro-2-fluoro-phenyl)-3-(4-chloro-2-fluoro-phenyl)-4-(2,2-dimethyl-propyl)-pyrrolidine-3-carbonitrile), C(C)OC(CC1CCN(CC1)C(=O)N1C=NC=C1)=O ([1-(imidazole-1-carbonyl)-piperidin-4-yl]-acetic acid ethyl ester). The solvent is C(Cl)Cl (CH2Cl2). Conditions: time 1 hour. The product is C(C)OC(CC1CCN(CC1)C(=O)N1[C@@H]([C@@]([C@@H](C1)CC(C)(C)C)(C#N)C1=C(C=C(C=C1)Cl)F)C1=C(C(=CC=C1)Cl)F)=O (rac-{1-[(2S,3S,4S)-2-(3-chloro-2-fluoro-phenyl)-3-(4-chloro-2-fluoro-phenyl)-3-cyano-4-(2,2-dimethyl-propyl)-pyrrolidine-1-carbonyl]-piperidin-4-yl}-acetic acid ethyl ester). Isolated yield 53.4%. RXN SMILES: [Cl:1][C:2]1[C:3]([F:28])=[C:4]([CH:8]2[C:12]([C:15]3[CH:20]=[CH:19][C:18]([Cl:21])=[CH:17][C:16]=3[F:22])([C:13]#[N:14])[CH:11]([CH2:23][C:24]([CH3:27])([CH3:26])[CH3:25])[CH2:10][NH:9]2)[CH:5]=[CH:6][CH:7]=1.[CH2:29]([O:31][C:32](=[O:47])[CH2:33][CH:34]1[CH2:39][CH2:38][N:37]([C:40](N2C=CN=C2)=[O:41])[CH2:36][CH2:35]1)[CH3:30]>C(Cl)Cl>[CH2:29]([O:31][C:32](=[O:47])[CH2:33][CH:34]1[CH2:35][CH2:36][N:37]([C:40]([N:9]2[CH2:10][C@@H:11]([CH2:23][C:24]([CH3:25])([CH3:27])[CH3:26])[C@@:12]([C:15]3[CH:20]=[CH:19][C:18]([Cl:21])=[CH:17][C:16]=3[F:22])([C:13]#[N:14])[C@H:8]2[C:4]2[CH:5]=[CH:6][CH:7]=[C:2]([Cl:1])[C:3]=2[F:28])=[O:41])[CH2:38][CH2:39]1)[CH3:30]. Procedure details: A mixture of rac-(2S,3S,4S)-2-(3-chloro-2-fluoro-phenyl)-3-(4-chloro-2-fluoro-phenyl)-4-(2,2-dimethyl-propyl)-pyrrolidine-3-carbonitrile (51.6 mg, 0.122 mmol) and [1-(imidazole-1-carbonyl)-piperidin-4-yl]-acetic acid ethyl ester (293.3 mg, 1.10 mmol) in CH2Cl2 (8 mL) was stirred at reflux for 16 hrs then 1 h at 140° C. in a microwave tube and finally at 160° C. for 1 hr. The reaction mixture was then purified by flash column to give rac-{1-[(2S,3S,4S)-2-(3-chloro-2-fluoro-phenyl)-3-(4-chloro-2-f...